From a dataset of the Open Reaction Database (ORD), a public repository of structured organic reaction records. describe an organic reaction: reactants, conditions, products, and yield The reactants are FC(C=1C=CC(=NC1)N1C(CNCC1)=O)(F)F (1-(5-trifluoromethylpyridin-2-yl)piperazin-2-one), C1CCOC1 (THF), BrCC(=O)OCC1=CC=CC=C1 (benzyl bromoacetate). Run in C(C)N(CC)CC (triethylamine). The product is O=C1CN(CCN1C1=NC=C(C=C1)C(F)(F)F)CC(=O)OCC1=CC=CC=C1 (Benzyl [3-oxo-4-(5-trifluoromethylpyridine-2-yl)piperazin-1-yl]acetate). RXN SMILES: [F:1][C:2]([F:17])([F:16])[C:3]1[CH:4]=[CH:5][C:6]([N:9]2[CH2:14][CH2:13][NH:12][CH2:11][C:10]2=[O:15])=[N:7][CH:8]=1.C1COCC1.Br[CH2:24][C:25]([O:27][CH2:28][C:29]1[CH:34]=[CH:33][CH:32]=[CH:31][CH:30]=1)=[O:26]>C(N(CC)CC)C>[O:15]=[C:10]1[N:9]([C:6]2[CH:5]=[CH:4][C:3]([C:2]([F:1])([F:16])[F:17])=[CH:8][N:7]=2)[CH2:14][CH2:13][N:12]([CH2:24][C:25]([O:27][CH2:28][C:29]2[CH:34]=[CH:33][CH:32]=[CH:31][CH:30]=2)=[O:26])[CH2:11]1. Procedure details: 1.12 g of 1-(5-trifluoromethylpyridin-2-yl)piperazin-2-one, 40 ml of THF and 0.87 ml of benzyl bromoacetate are placed in 1.5 ml of triethylamine in a round-bottomed flask equipped with a magnetic stirrer. The mixture is reacted under a stream of nitrogen overnight at room temperature. The solvent is evaporated off and the residue is purified by flash chromatography on a Biotage® column, using 1/1 hexane/ethyl acetate as eluent. 2.9 g of title product are isolated in the form of a white solid.